From a dataset of the Open Reaction Database (ORD), a public repository of structured organic reaction records. describe an organic reaction: reactants, conditions, products, and yield Reactants: Cl.ClCCCN1CCCCC1 (N-(3-Chloropropyl)piperidine hydrochloride), N1C=C(C2=CC=CC=C12)C1C(NC(N1)=O)=O (5-(Indol-3-yl)hydantoin), [Na] (sodium). The solvent is CN(C)C=O (DMF), C(C)O (C2H5OH). Conditions: time 18 hour. Yields the product N1C=C(C2=CC=CC=C12)C1C(N(C(N1)=O)CCCN1CCCCC1)=O (5-(Indol-3-yl)-3-[3-(piperid-1-yl)propyl]hydantoin). Reaction SMILES: [NH:1]1[C:9]2[C:4](=[CH:5][CH:6]=[CH:7][CH:8]=2)[C:3]([CH:10]2[NH:14][C:13](=[O:15])[NH:12][C:11]2=[O:16])=[CH:2]1.[Na].Cl.Cl[CH2:20][CH2:21][CH2:22][N:23]1[CH2:28][CH2:27][CH2:26][CH2:25][CH2:24]1>CN(C=O)C.C(O)C>[NH:1]1[C:9]2[C:4](=[CH:5][CH:6]=[CH:7][CH:8]=2)[C:3]([CH:10]2[NH:14][C:13](=[O:15])[N:12]([CH2:20][CH2:21][CH2:22][N:23]3[CH2:28][CH2:27][CH2:26][CH2:25][CH2:24]3)[C:11]2=[O:16])=[CH:2]1 |f:2.3,^1:16|. Reported procedure: 5-(Indol-3-yl)hydantoin (8.6 g, 0.04 mole) in 200 ml of DMF was added to a solution of sodium (1.84 g, 0.08 mole) in 150 ml of anhydrous C2H5OH. N-(3-Chloropropyl)piperidine hydrochloride (7.9 g, 0.04 mole) was added and the mixture was heated to reflux with stirring for 18 hours, filtered and concentrated in vacuo to dryness. The concentrate was crystallized from aqueous methanol and twice recrystallized from aqueous DMF, yield 1.7 g, mp 233°-4° C.